describe an organic reaction: reactants, conditions, products, and yield From a dataset of the Open Reaction Database (ORD), a public repository of structured organic reaction records. Starting materials: O=C([O-])[O-], CCOC(C)=O, CN=C=O, Cl, [K+], [K+], O=[N+]([O-])c1cc(C(F)(F)F)ccc1Oc1cc(C(F)(F)F)[nH]n1. The product is CNC(=O)n1nc(Oc2ccc(C(F)(F)F)cc2[N+](=O)[O-])cc1C(F)(F)F. As a reaction SMILES: [C:1](=[O:2])([O-:3])[O-:4].[CH3:35][CH2:36][O:37][C:38](=[O:39])[CH3:40].[CH3:7][N:8]=[C:9]=[O:10].[ClH:34].[K+:5].[K+:6].[N+:11](=[O:12])([O-:13])[c:14]1[c:15]([O:24][c:25]2[n:26][nH:27][c:28]([C:30]([F:31])([F:32])[F:33])[cH:29]2)[cH:16][cH:17][c:18]([C:20]([F:21])([F:22])[F:23])[cH:19]1>>[CH3:7][NH:8][C:9](=[O:10])[n:27]1[n:26][c:25]([O:24][c:15]2[c:14]([N+:11](=[O:12])[O-:13])[cH:19][c:18]([C:20]([F:21])([F:22])[F:23])[cH:17][cH:16]2)[cH:29][c:28]1[C:30]([F:31])([F:32])[F:33]. The product is Nc1ccc(-c2ncon2)cc1. The reactants are C1CCOC1, [Cl-], O=[N+]([O-])c1ccc(-c2ncon2)cc1, [NH4+], O, [Zn]. As a reaction SMILES: [CH2:18]1[O:19][CH2:20][CH2:21][CH2:22]1.[Cl-:1].[N+:3]([O-:4])(=[O:5])[c:6]1[cH:7][cH:8][c:9](-[c:12]2[n:13][o:14][cH:15][n:16]2)[cH:10][cH:11]1.[NH4+:2].[OH2:17].[Zn:23]>>[NH2:3][c:6]1[cH:7][cH:8][c:9](-[c:12]2[n:13][o:14][cH:15][n:16]2)[cH:10][cH:11]1. Reactants: P(=O)(Cl)(Cl)Cl (phosphorus oxychloride), OC=1N=C2N(C(C1)=O)C[C@](N2)(C(F)(F)F)C ((S)-7-hydroxy-2-methyl-2-trifluoromethyl-2,3-dihydro-1H-imidazo[1,2-a]pyrimidin-5-one), [OH-].[Na+] (sodium hydroxide). Run in O (water), ClCCCl (1,2-dichloroethane), C(C)(=O)OCC (ethyl acetate). Conditions: temperature 70 celsius. The product is ClC=1N=C2N(C(C1)=O)C[C@](N2)(C(F)(F)F)C ((S)-7-chloro-2-methyl-2-trifluoromethyl-2,3-dihydro-1H-imidazo[1,2-a]pyrimidin-5-one). Isolated yield 53.0%. As a reaction SMILES: P(Cl)(Cl)([Cl:3])=O.O[C:7]1[N:8]=[C:9]2[NH:16][C@:15]([CH3:21])([C:17]([F:20])([F:19])[F:18])[CH2:14][N:10]2[C:11](=[O:13])[CH:12]=1.[OH-].[Na+]>ClCCCl.O.C(OCC)(=O)C>[Cl:3][C:7]1[N:8]=[C:9]2[NH:16][C@:15]([CH3:21])([C:17]([F:20])([F:19])[F:18])[CH2:14][N:10]2[C:11](=[O:13])[CH:12]=1 |f:2.3|. Procedure details: 41.60 mL (446.50 mmol) of phosphorus oxychloride are added, at room temperature and under an argon atmosphere, to a suspension of 35 g (148.80 mmol) of (S)-7-hydroxy-2-methyl-2-trifluoromethyl-2,3-dihydro-1H-imidazo[1,2-a]pyrimidin-5-one in 350 mL of 1,2-dichloroethane. The resulting mixture is then heated at 70° C. for 4 hours. After cooling, the reaction mixture is evaporated to dryness under vacuum. The residue obtained is taken up in 35 mL of cold water and 500 mL of ethyl acetate. 32% sodiu... The reactants are N1(CCOCC1)C(CC(C(=O)O)CS(=O)(=O)CC1=CC=CC=C1)=O (4-morpholin-4-yl-4-oxo-2-benzylsulfonylmethyl-butyric acid), OC(=O)C(F)(F)F.NC(C(O)C=1OC(=NN1)C1=CC=CC=C1)CC (2-amino-1-(5-phenyl-[1,3,4]oxadiazol-2-yl)-1-butanol TFA salt), C=1C=CC2=C(C1)N=NN2O (HOBt), C(CCl)Cl (EDC), CN1CCOCC1 (N-methylmorpholine). Run in C(Cl)Cl (MeCl2). Conditions: time 14 hour. Product: OC(C(CC)NC(C(CC(=O)N1CCOCC1)CS(=O)(=O)CC1=CC=CC=C1)=O)C=1OC(=NN1)C1=CC=CC=C1 (N-{1-[Hydroxy-(5-phenyl-[1,3,4]oxadiazol-2-yl)-methyl]-propyl}-4-morpholin-4-yl-4-oxo-2-benzylsulfonylmethyl-butyramide). The yield is 107.9%. Reaction SMILES: [N:1]1([C:7](=[O:24])[CH2:8][CH:9]([CH2:13][S:14]([CH2:17][C:18]2[CH:23]=[CH:22][CH:21]=[CH:20][CH:19]=2)(=[O:16])=[O:15])[C:10]([OH:12])=O)[CH2:6][CH2:5][O:4][CH2:3][CH2:2]1.OC(C(F)(F)F)=O.[NH2:32][CH:33]([CH2:47][CH3:48])[CH:34]([C:36]1[O:37][C:38]([C:41]2[CH:46]=[CH:45][CH:44]=[CH:43][CH:42]=2)=[N:39][N:40]=1)[OH:35].C1C=CC2N(O)N=NC=2C=1.C(Cl)CCl.CN1CCOCC1>C(Cl)Cl>[OH:35][CH:34]([C:36]1[O:37][C:38]([C:41]2[CH:46]=[CH:45][CH:44]=[CH:43][CH:42]=2)=[N:39][N:40]=1)[CH:33]([NH:32][C:10](=[O:12])[CH:9]([CH2:13][S:14]([CH2:17][C:18]1[CH:23]=[CH:22][CH:21]=[CH:20][CH:19]=1)(=[O:16])=[O:15])[CH2:8][C:7]([N:1]1[CH2:2][CH2:3][O:4][CH2:5][CH2:6]1)=[O:24])[CH2:47][CH3:48] |f:1.2|. Reported procedure: To a stirred mixture of 4-morpholin-4-yl-4-oxo-2-benzylsulfonylmethyl-butyric acid (177 mg, 0.5 mmol), 2-amino-1-(5-phenyl-[1,3,4]oxadiazol-2-yl)-1-butanol TFA salt (175 mg), prepared as in reference 16, and HOBt (92 mg, 0.6 mmol) in MeCl2 (5 ml), was added EDC (144 mg, 0.75 mmol) and N-methylmorpholine (0.35 ml) at room temperature. After stirring for 14 hours, the reaction mixture was extracted with ethyl acetate. The organic layer was washed with saturated NaHCO3, brine, dried with MgSO4 and ... The reactants are Cl[Si](C)(C)C (Chlorotrimethylsilane), [BH4-].[Li+] (lithium borohydride), CC(N(S(=O)(=O)C1=C(C=CC=C1)OC)C1=CC(=CC(=C1)C)OCC#N)(P(=O)=O)C (N-(dimethyloxophosphinyl-methyl)-N-(3-cyanomethoxy-5-methyl-phenyl)-2-methoxy-benzenesulfonamide), O (water). Run in O1CCCC1 (tetrahydrofuran), O1CCCC1 (tetrahydrofuran). Run at time 1 hour. Yields the product CC(N(S(=O)(=O)C1=C(C=CC=C1)OC)C1=CC(=CC(=C1)C)OCCN)(P(=O)=O)C (N-(dimethyloxophosphinyl-methyl)-N-[3-(2-amino-ethoxy)-5-methyl-phenyl]-2-methoxy-benzenesulfonamide). The yield is 92.9%. RXN SMILES: Cl[Si](C)(C)C.[BH4-].[Li+].[CH3:8][C:9]([CH3:36])([P:33](=[O:35])=[O:34])[N:10]([C:22]1[CH:27]=[C:26]([CH3:28])[CH:25]=[C:24]([O:29][CH2:30][C:31]#[N:32])[CH:23]=1)[S:11]([C:14]1[CH:19]=[CH:18][CH:17]=[CH:16][C:15]=1[O:20][CH3:21])(=[O:13])=[O:12].O>O1CCCC1>[CH3:8][C:9]([CH3:36])([P:33](=[O:35])=[O:34])[N:10]([C:22]1[CH:27]=[C:26]([CH3:28])[CH:25]=[C:24]([O:29][CH2:30][CH2:31][NH2:32])[CH:23]=1)[S:11]([C:14]1[CH:19]=[CH:18][CH:17]=[CH:16][C:15]=1[O:20][CH3:21])(=[O:12])=[O:13] |f:1.2|. Reported procedure: 3.3 ml Chlorotrimethylsilane was added dropwise under nitrogen and while cooling on ice to 0.29 g (13.2 mmol) lithium borohydride in 5 ml tetrahydrofuran, it was stirred for 1 h at room temperature, a solution of 0.93 g (2.2 mmol) N-(dimethyloxophosphinyl-methyl)-N-(3-cyanomethoxy-5-methyl-phenyl)-2-methoxy-benzenesulfonamide in 5 ml tetrahydrofuran was added dropwise, it was stirred for 1 h at room temperature, water was added dropwise, the solvent was removed in a vacuum, it was taken up in a ... The reactants are C(C)(=O)NCCSC1=C(C2C(CC2C1)=O)C(=O)O (3-(2'-acetamidoethylthio)-7-oxobicyclo[3.2.0]hept-2-en-2-carboxylic acid), C(C)OC(C)=O (ethylacetate), C1(=CC=CC2=CC=CC=C12)C=[N+]=[N-] (α-naphthyldiazomethane). Run in mixture, CO (methanol). Run at time 1 hour. Product: C(C)(=O)NCCSC1=C(C2C(CC2C1)=O)C(=O)OCC1=CC=CC2=CC=CC=C12 (3-(2'-Acetamidoethylthio)-7-oxobicyclo[3.2.0]hept-2-en-2-carboxylic Acid, 1-Naphthylmethyl Ester). Reaction SMILES: [C:1]([NH:4][CH2:5][CH2:6][S:7][C:8]1[CH2:14][CH:13]2[CH:10]([C:11](=[O:15])[CH2:12]2)[C:9]=1[C:16]([OH:18])=[O:17])(=[O:3])[CH3:2].C(OC(=O)C)C.[C:25]1([CH:35]=[N+]=[N-])[C:34]2[C:29](=[CH:30][CH:31]=[CH:32][CH:33]=2)[CH:28]=[CH:27][CH:26]=1>CO>[C:1]([NH:4][CH2:5][CH2:6][S:7][C:8]1[CH2:14][CH:13]2[CH:10]([C:11](=[O:15])[CH2:12]2)[C:9]=1[C:16]([O:18][CH2:35][C:25]1[C:34]2[C:29](=[CH:30][CH:31]=[CH:32][CH:33]=2)[CH:28]=[CH:27][CH:26]=1)=[O:17])(=[O:3])[CH3:2]. Procedure: A solution of 100 mg of 3-(2'-acetamidoethylthio)-7-oxobicyclo[3.2.0]hept-2-en-2-carboxylic acid in 5 mL of a mixture of ethylacetate and methanol was treated with a slight excess of α-naphthyldiazomethane. After the solution was stirred for 1 hr and then concentrated on a rotary evaporator, the crude product was purified by preparative thin layer chromatography on a 20×20×0.2 cm silica gel plate eluted with 5% methanol in methylene chloride affording 130 mg (85.5%) of 3-(2'-acetamidoethylthio)7...